This data is from the Open Reaction Database (ORD), a public repository of structured organic reaction records. The task is: describe an organic reaction: reactants, conditions, products, and yield Reactants: CC1CN(C(=O)OC(C)(C)C)CC(=O)N1C1CCOC1, CCOC(C)=O, Cl, C1COCCO1. Product: CC1CNCC(=O)N1C1CCOC1, Cl. As a reaction SMILES: [CH3:1][CH:2]1[CH2:3][N:4]([C:14]([O:15][C:16]([CH3:17])([CH3:18])[CH3:19])=[O:20])[CH2:5][C:6](=[O:13])[N:7]1[CH:8]1[CH2:9][O:10][CH2:11][CH2:12]1.[CH3:22][CH2:23][O:24][C:25]([CH3:26])=[O:27].[ClH:21].[O:28]1[CH2:29][CH2:30][O:31][CH2:32][CH2:33]1>>[CH3:1][CH:2]1[CH2:3][NH:4][CH2:5][C:6](=[O:13])[N:7]1[CH:8]1[CH2:9][O:10][CH2:11][CH2:12]1.[ClH:21].